This data is from the Open Reaction Database (ORD), a public repository of structured organic reaction records. The task is: describe an organic reaction: reactants, conditions, products, and yield Reactants: CNC(=O)C=1C(C(=C(N(C1)C(C)C1=NC=C(C=C1)Br)C)C1=CC(=NC=C1)C(F)(F)F)=O (1-[1-(5-Bromo-pyridin-2-yl)-ethyl]-2-methyl-4-oxo-2′-trifluoromethyl-1,4-dihydro-[3,4′]bipyridinyl-5-carboxylic acid methylamide), C(C)NC(=O)C=1C(C(=C(N(C1)C(C)C1=NC=C(C=C1)Br)C)C1=CC(=NC=C1)C(F)(F)F)=O (1-[1-(5-Bromo-pyridin-2-yl)-ethyl]-2-methyl-4-oxo-2′-trifluoromethyl-1,4-dihydro-[3,4′]bipyridinyl-5-carboxylic acid ethylamide). Yields the product C(C)NC(=O)C=1C(C(=C(N(C1)C(C)C1=NC=C(C=C1)C#N)C)C1=CC(=NC=C1)C(F)(F)F)=O (1-[1-(5-Cyano-pyridin-2-yl)-ethyl]-2-methyl-4-oxo-2′-trifluoromethyl-1,4-dihydro-[3,4′]bipyridinyl-5-carboxylic acid ethylamide). As a reaction SMILES: [CH3:1][NH:2]C(C1C(=O)C(C2C=CN=C(C(F)(F)F)C=2)=C(C)N(C(C2C=CC(Br)=CN=2)C)C=1)=O.[CH2:32]([NH:34][C:35]([C:37]1[C:38](=[O:63])[C:39]([C:53]2[CH:58]=[CH:57][N:56]=[C:55]([C:59]([F:62])([F:61])[F:60])[CH:54]=2)=[C:40]([CH3:52])[N:41]([CH:43]([C:45]2[CH:50]=[CH:49][C:48](Br)=[CH:47][N:46]=2)[CH3:44])[CH:42]=1)=[O:36])[CH3:33]>>[CH2:32]([NH:34][C:35]([C:37]1[C:38](=[O:63])[C:39]([C:53]2[CH:58]=[CH:57][N:56]=[C:55]([C:59]([F:62])([F:61])[F:60])[CH:54]=2)=[C:40]([CH3:52])[N:41]([CH:43]([C:45]2[CH:50]=[CH:49][C:48]([C:1]#[N:2])=[CH:47][N:46]=2)[CH3:44])[CH:42]=1)=[O:36])[CH3:33]. Procedure: Example 19c is prepared as described for Example 15, substituting preparation 15b with preparation 19b. ESI mass spectrum: [M+H]+=456; Retention time HPLC: 0.96 min (Z018_S04). The reactants are C(=O)=O.C(C)(C)O (CO2 isopropanol), C[Si](C)(C)[N-][Si](C)(C)C.[Li+] (lithium bis(trimethylsilyl)amide), [Si](C)(C)(C(C)(C)C)N1CSCC1=O (3-t-butyldimethylsilyl-4-oxothiazolidine), [Si](C)(C)(C(C)(C)C)OC1=NCSC1 (4-t-butyldimethylsilyloxy-3-thiazoline), BrCCCCBr (1,4-dibromobutane). Solvent: C1CCOC1 (THF), CCOC(=O)C.CCCCCC (EtOAc hexane), C1CCOC1 (THF). Conditions: temperature -75 celsius, time 70 minute. Product: S1CNC(C12CCCC2)=O (1-Thia-3-azaspiro[4.4]nonane-4-one). RXN SMILES: C(=O)=O.C(O)(C)C.C[Si]([N-][Si](C)(C)C)(C)C.[Li+].[Si]([N:25]1[C:29](=[O:30])[CH2:28][S:27][CH2:26]1)(C(C)(C)C)(C)C.[Si](OC1CSCN=1)(C(C)(C)C)(C)C.Br[CH2:45][CH2:46][CH2:47][CH2:48]Br>C1COCC1.CCOC(C)=O.CCCCCC>[S:27]1[C:28]2([CH2:48][CH2:47][CH2:46][CH2:45]2)[C:29](=[O:30])[NH:25][CH2:26]1 |f:0.1,2.3,8.9|. Reported procedure: To a -75° C. (CO2 /isopropanol bath) mixture of lithium bis(trimethylsilyl)amide (0.151 mol) and THF (151 mL) under nitrogen was added a 0° C. solution prepared from 14.95 g of a 70:30 mixture between 3-t-butyldimethylsilyl-4-oxothiazolidine and 4-t-butyldimethylsilyloxy-3-thiazoline (prepared as in Example 1) and 1,4-dibromobutane (14.85 g) in THF (50 mL) over a period of 0.5 h. The resultant homogeneous solution was stirred at -75° C. for 70 min. TLC analysis (silica gel, 10% EtOAc/hexane) sho... Starting materials: C1CN(C2CC2)CCN1, CSC1=NC(=O)C(=Cc2ccc3c(cnn3Cc3ccc(Cl)cc3C(F)(F)F)c2)S1. Product: O=C1N=C(N2CCN(C3CC3)CC2)SC1=Cc1ccc2c(cnn2Cc2ccc(Cl)cc2C(F)(F)F)c1. RXN SMILES: [CH:31]1([N:34]2[CH2:35][CH2:36][NH:37][CH2:38][CH2:39]2)[CH2:32][CH2:33]1.[Cl:1][c:2]1[cH:3][c:4]([C:27]([F:28])([F:29])[F:30])[c:5]([CH2:6][n:7]2[n:8][cH:9][c:10]3[cH:11][c:12]([CH:16]=[C:17]4[C:18](=[O:24])[N:19]=[C:20]([S:22][CH3:23])[S:21]4)[cH:13][cH:14][c:15]23)[cH:25][cH:26]1>>[Cl:1][c:2]1[cH:3][c:4]([C:27]([F:28])([F:29])[F:30])[c:5]([CH2:6][n:7]2[n:8][cH:9][c:10]3[cH:11][c:12]([CH:16]=[C:17]4[C:18](=[O:24])[N:19]=[C:20]([N:37]5[CH2:36][CH2:35][N:34]([CH:31]6[CH2:32][CH2:33]6)[CH2:39][CH2:38]5)[S:21]4)[cH:13][cH:14][c:15]23)[cH:25][cH:26]1. The solvent is C=1(C(=CC=CC1)C)C (xylene), C(C)(=O)OCC.CCCCCC (ethyl acetate hexane). The reactants are O.C1(=CC=C(C=C1)S(=O)(=O)O)C (p-toluenesulfonic acid monohydrate), N1N=C(C2=CC=CC=C12)/C=C/C1=C(C(=O)O)C=CC=C1 ((E)-2-[2-(1H-indazol-3-yl)vinyl]benzoic acid), NC1=C(C=CC(=C1)[N+](=O)[O-])O (2-amino-4-nitrophenol), O.ON1N=NC2=C1C=CC=C2 (1-hydroxybenzotriazole monohydrate), C(CCl)Cl (EDC). Procedure: In a similar manner to Example 28, (E)-2-[2-(1H-indazol-3-yl)vinyl]benzoic acid (0.30 g, 1.1 mmol) obtained in Step 1 of Example 47, 2-amino-4-nitrophenol (0.19 g, 1.3 mmol), 1-hydroxybenzotriazole monohydrate (52 mg, 0.34 mmol), EDC (0.24 g, 1.3 mmol) and THF/DMF (2/1, 4.5 mL) were reacted. Then, in a similar manner to Step 2 of Example 150, the reaction mixture was treated with p-toluenesulfonic acid monohydrate (0.39 mg, 2.3 mmol) and xylene (10 mL) to obtain Compound 184 (63 mg, 14%). Yield: 15.0%. Reaction SMILES: [NH:1]1[C:9]2[C:4](=[CH:5][CH:6]=[CH:7][CH:8]=2)[C:3](/[CH:10]=[CH:11]/[C:12]2[CH:20]=[CH:19][CH:18]=[CH:17][C:13]=2[C:14]([OH:16])=O)=[N:2]1.[NH2:21][C:22]1[CH:27]=[C:26]([N+:28]([O-:30])=[O:29])[CH:25]=[CH:24][C:23]=1O.O.ON1C2C=CC=CC=2N=N1.C(Cl)CCl.O.C1(C)C=CC(S(O)(=O)=O)=CC=1>C1(C)C(C)=CC=CC=1.C(OCC)(=O)C.CCCCCC>[NH:1]1[C:9]2[C:4](=[CH:5][CH:6]=[CH:7][CH:8]=2)[C:3](/[CH:10]=[CH:11]/[C:12]2[CH:20]=[CH:19][CH:18]=[CH:17][C:13]=2[C:14]2[O:16][C:23]3[CH:24]=[CH:25][C:26]([N+:28]([O-:30])=[O:29])=[CH:27][C:22]=3[N:21]=2)=[N:2]1 |f:2.3,5.6,8.9|. Product: N1N=C(C2=CC=CC=C12)/C=C/C1=C(C=CC=C1)C=1OC2=C(N1)C=C(C=C2)[N+](=O)[O-] ((E)-2-{2-[2-(1H-indazol-3-yl)vinyl]phenyl}-5-nitrobenzoxazole). Starting materials: CC(C)(O)c1ccc2c(c1)C(=CCCBr)c1cccnc1CO2, O=C([O-])[O-], CC#N, CC(=O)C1(c2ccc(Cl)cc2)CCNCC1, [K+], [K+], O. Product: CC(=O)C1(c2ccc(Cl)cc2)CCN(CCC=C2c3cc(C(C)(C)O)ccc3OCc3ncccc32)CC1. RXN SMILES: [Br:23][CH2:24][CH2:25][CH:26]=[C:27]1[c:28]2[c:29]([cH:38][cH:39][c:40]([C:42]([CH3:43])([CH3:44])[OH:45])[cH:41]2)[O:30][CH2:31][c:32]2[c:33]1[cH:34][cH:35][cH:36][n:37]2.[C:17](=[O:18])([O-:19])[O-:20].[C:47](#[N:48])[CH3:49].[Cl:1][c:2]1[cH:3][cH:4][c:5]([C:8]2([C:14]([CH3:15])=[O:16])[CH2:9][CH2:10][NH:11][CH2:12][CH2:13]2)[cH:6][cH:7]1.[K+:21].[K+:22].[OH2:46]>>[Cl:1][c:2]1[cH:3][cH:4][c:5]([C:8]2([C:14]([CH3:15])=[O:16])[CH2:9][CH2:10][N:11]([CH2:24][CH2:25][CH:26]=[C:27]3[c:28]4[c:29]([cH:38][cH:39][c:40]([C:42]([CH3:43])([CH3:44])[OH:45])[cH:41]4)[O:30][CH2:31][c:32]4[c:33]3[cH:34][cH:35][cH:36][n:37]4)[CH2:12][CH2:13]2)[cH:6][cH:7]1.